Dataset: the Open Reaction Database (ORD), a public repository of structured organic reaction records. Task: describe an organic reaction: reactants, conditions, products, and yield Run at time 1 hour. Yields the product Cl.Cl.N1(CCC1)C1=CC=C(C=N1)C1(CC1)C(=O)Cl (1-(6-azetidin-1-ylpyridin-3-yl)cyclopropanecarbonyl chloride dihydrochloride). Reported procedure: To 1-(6-azetidin-1-ylpyridin-3-yl)cyclopropanecarboxylic acid dihydrochloride (61.00 mg, 0.0002095 mol) were added thionyl chloride (1.00 mL, 0.0137 mol) at 0° C. and the resulting solution was stirred at rt for 1 hr. Upon completion, the reaction mixture was azeotroped with toluene (3×) and then used in the next step without further purification. As a reaction SMILES: [ClH:1].Cl.[N:3]1([C:7]2[N:12]=[CH:11][C:10]([C:13]3([C:16]([OH:18])=O)[CH2:15][CH2:14]3)=[CH:9][CH:8]=2)[CH2:6][CH2:5][CH2:4]1.S(Cl)([Cl:21])=O>>[ClH:21].[ClH:1].[N:3]1([C:7]2[N:12]=[CH:11][C:10]([C:13]3([C:16]([Cl:21])=[O:18])[CH2:15][CH2:14]3)=[CH:9][CH:8]=2)[CH2:6][CH2:5][CH2:4]1 |f:0.1.2,4.5.6|. Starting materials: Cl.Cl.N1(CCC1)C1=CC=C(C=N1)C1(CC1)C(=O)O (1-(6-azetidin-1-ylpyridin-3-yl)cyclopropanecarboxylic acid dihydrochloride), S(=O)(Cl)Cl (thionyl chloride). The reactants are BrB(Br)Br, COc1ccc(-c2ccc(-c3ccc(CCC#N)cc3CC(C)C)cc2Cc2ccccc2)cc1CC(C)C, ClCCl, O. Yields the product CC(C)Cc1cc(-c2ccc(-c3ccc(CCC#N)cc3CC(C)C)cc2Cc2ccccc2)ccc1O. As a reaction SMILES: [B:1]([Br:2])([Br:3])[Br:4].[CH2:5]([c:6]1[cH:7][cH:8][cH:9][cH:10][cH:11]1)[c:12]1[cH:13][c:14](-[c:30]2[c:31]([CH2:40][CH:41]([CH3:42])[CH3:43])[cH:32][c:33]([CH2:36][CH2:37][C:38]#[N:39])[cH:34][cH:35]2)[cH:15][cH:16][c:17]1-[c:18]1[cH:19][c:20]([CH2:26][CH:27]([CH3:28])[CH3:29])[c:21]([O:24][CH3:25])[cH:22][cH:23]1.[Cl:45][CH2:46][Cl:47].[OH2:44]>>[CH2:5]([c:6]1[cH:7][cH:8][cH:9][cH:10][cH:11]1)[c:12]1[cH:13][c:14](-[c:30]2[c:31]([CH2:40][CH:41]([CH3:42])[CH3:43])[cH:32][c:33]([CH2:36][CH2:37][C:38]#[N:39])[cH:34][cH:35]2)[cH:15][cH:16][c:17]1-[c:18]1[cH:19][c:20]([CH2:26][CH:27]([CH3:28])[CH3:29])[c:21]([OH:24])[cH:22][cH:23]1. Reactants: CNC(=O)C(CC(C)C)NC(=O)C(CC(C)C)CP(=O)(CN1C(=O)C=C(c2ccccc2)C1=O)OC, ClCCl, O=C(O)C(F)(F)F. Product: CNC(=O)C(CC(C)C)NC(=O)C(CC(C)C)CP(=O)(O)CN1C(=O)C=C(c2ccccc2)C1=O. As a reaction SMILES: [CH3:1][O:2][P:3](=[O:4])([CH2:5][N:6]1[C:7](=[O:18])[C:8]([c:12]2[cH:13][cH:14][cH:15][cH:16][cH:17]2)=[CH:9][C:10]1=[O:11])[CH2:19][CH:20]([CH2:21][CH:22]([CH3:23])[CH3:24])[C:25]([NH:26][CH:27]([CH2:28][CH:29]([CH3:30])[CH3:31])[C:32]([NH:33][CH3:34])=[O:35])=[O:36].[Cl:44][CH2:45][Cl:46].[OH:37][C:38]([C:39]([F:40])([F:41])[F:42])=[O:43]>>[O:2]=[P:3]([OH:4])([CH2:5][N:6]1[C:7](=[O:18])[C:8]([c:12]2[cH:13][cH:14][cH:15][cH:16][cH:17]2)=[CH:9][C:10]1=[O:11])[CH2:19][CH:20]([CH2:21][CH:22]([CH3:23])[CH3:24])[C:25]([NH:26][CH:27]([CH2:28][CH:29]([CH3:30])[CH3:31])[C:32]([NH:33][CH3:34])=[O:35])=[O:36]. The reactants are [H-].C(C(C)C)[Al+]CC(C)C (diisobutyl aluminum hydride), C(C1=CC=CC=C1)OC(=O)N1CCC(CC1)C(=O)OCC (1-(benzyloxycarbonyl)-4-(ethoxycarbonyl)piperidine), C(C(O)C(O)C(=O)[O-])(=O)[O-].[Na+].[Na+] (sodium tartarate). The solvent is ClCCl (dichloromethane), ClCCl (dichloromethane). Conditions: time 30 minute. Product: C(C1=CC=CC=C1)OC(=O)N1CCC(CC1)C=O (1-(benzyloxycarbonyl)-4-formylpiperidine). The yield is 53.1%. As a reaction SMILES: [H-].C([Al+]CC(C)C)C(C)C.[CH2:11]([O:18][C:19]([N:21]1[CH2:26][CH2:25][CH:24]([C:27](OCC)=[O:28])[CH2:23][CH2:22]1)=[O:20])[C:12]1[CH:17]=[CH:16][CH:15]=[CH:14][CH:13]=1.C([O-])(=O)C(C(C([O-])=O)O)O.[Na+].[Na+]>ClCCl>[CH2:11]([O:18][C:19]([N:21]1[CH2:26][CH2:25][CH:24]([CH:27]=[O:28])[CH2:23][CH2:22]1)=[O:20])[C:12]1[CH:17]=[CH:16][CH:15]=[CH:14][CH:13]=1 |f:0.1,3.4.5|. Procedure: Add diisobutyl aluminum hydride (1 M in toluene, 30 mL, 30 mmol) over 5 minutes to a solution of 1-(benzyloxycarbonyl)-4-(ethoxycarbonyl)piperidine (7 g, 24 mmol) in anhydrous dichloromethane (150 mL) at −78° C. under a nitrogen atmosphere. Stir the reaction mixture at this temperature for 30 minutes and then add 10% aqueous sodium tartarate (100 mL) followed by dichloromethane. Stir the reaction mixture at room temperature overnight. Separate the phases and extract the aqueous phase with dichlo... Product: CCN1CCN(c2ccc([N+](=O)[O-])cc2)CC1. Reaction SMILES: [Br:1][c:2]1[cH:3][cH:4][c:5]([N+:8](=[O:9])[O-:10])[cH:6][cH:7]1.[CH2:11]([CH3:12])[N:13]1[CH2:14][CH2:15][NH:16][CH2:17][CH2:18]1.[CH3:23][OH:24].[Cl:20][CH2:21][Cl:22].[OH2:19]>>[c:2]1([N:16]2[CH2:15][CH2:14][N:13]([CH2:11][CH3:12])[CH2:18][CH2:17]2)[cH:3][cH:4][c:5]([N+:8](=[O:9])[O-:10])[cH:6][cH:7]1. Starting materials: O=[N+]([O-])c1ccc(Br)cc1, CCN1CCNCC1, CO, ClCCl, O. Yields the product ClC1=CC=C(C=C1)N1N=C2C(CC1=O)CSC1=C2C=C(C=C1)OCCCN(C)C (2-(4-chlorophenyl)-9-(3-dimethylaminopropoxy)-2,3,4,4a-tetrahydro-5H-(1)benzothiopyrano[4,3-c]pyridazin-3-one). Reactants: CN(C=O)C (dimethylformamide), ClC1=CC=C(C=C1)N1N=C2C(CC1=O)CSC1=C2C=C(C=C1)O (2-(4-chlorophenyl)-9-hydroxy-2,3,4,4a-tetrahydro-5H-(1)benzothiopyrano[4,3-c]pyridazin-3-one), [H-].[Na+] (sodium hydride), CN(CCCCl)C (3-dimethylaminopropyl chloride). Isolated yield 9.3%. As a reaction SMILES: CN(C)C=O.[Cl:6][C:7]1[CH:12]=[CH:11][C:10]([N:13]2[C:18](=[O:19])[CH2:17][CH:16]3[CH2:20][S:21][C:22]4[CH:27]=[CH:26][C:25]([OH:28])=[CH:24][C:23]=4[C:15]3=[N:14]2)=[CH:9][CH:8]=1.[H-].[Na+].[CH3:31][N:32]([CH3:37])[CH2:33][CH2:34][CH2:35]Cl>O>[Cl:6][C:7]1[CH:12]=[CH:11][C:10]([N:13]2[C:18](=[O:19])[CH2:17][CH:16]3[CH2:20][S:21][C:22]4[CH:27]=[CH:26][C:25]([O:28][CH2:35][CH2:34][CH2:33][N:32]([CH3:37])[CH3:31])=[CH:24][C:23]=4[C:15]3=[N:14]2)=[CH:9][CH:8]=1 |f:2.3|. Procedure: To 50 ml of dry dimethylformamide is added 4.5 g of 2-(4-chlorophenyl)-9-hydroxy-2,3,4,4a-tetrahydro-5H-(1)benzothiopyrano[4,3-c]pyridazin-3-one, and 0.7 g of 60% sodium hydride is added thereto while stirring at room temperature. After stirring at room temperature for 1 hour and addition of 2 g of 3-dimethylaminopropyl chloride, the mixture is stirred under heating at 40°-50° C. for 3 hours. After the completion of the reaction, the reaction mixture is poured into a large amount of water and th... Solvent: O (water). Reactants: CC=1C=C(C=CC1C)C=1N=CC(=NC1)NC(=O)C1=C(C=CC(=C1)N1CCCCC1)NC(=O)C=1C=C(CSCCC(=O)OC(C)(C)C)C=CC1 (tert-butyl 3-(3-((2-((5-(3,4-dimethylphenyl)pyrazin-2-yl)carbamoyl)-4-(piperidin-1-yl)phenyl)carbamoyl)benzylthio)-propanoate), FC(C(=O)O)(F)F (trifluoroacetic acid). Run in ClCCl (dichloromethane). Conditions: time 2 hour. Product: CC=1C=C(C=CC1C)C=1N=CC(=NC1)NC(=O)C1=C(C=CC(=C1)N1CCCCC1)NC(=O)C=1C=C(CSCCC(=O)O)C=CC1 (3-(3-((2-((5-(3,4-dimethylphenyl)pyrazin-2-yl)carbamoyl)-4-(piperidin-1-yl)phenyl)carbamoyl)benzylthio)-propanoic acid). Yield: 12.7%. Reaction SMILES: [CH3:1][C:2]1[CH:3]=[C:4]([C:9]2[N:10]=[CH:11][C:12]([NH:15][C:16]([C:18]3[CH:23]=[C:22]([N:24]4[CH2:29][CH2:28][CH2:27][CH2:26][CH2:25]4)[CH:21]=[CH:20][C:19]=3[NH:30][C:31]([C:33]3[CH:34]=[C:35]([CH:47]=[CH:48][CH:49]=3)[CH2:36][S:37][CH2:38][CH2:39][C:40]([O:42]C(C)(C)C)=[O:41])=[O:32])=[O:17])=[N:13][CH:14]=2)[CH:5]=[CH:6][C:7]=1[CH3:8].FC(F)(F)C(O)=O>ClCCl>[CH3:1][C:2]1[CH:3]=[C:4]([C:9]2[N:10]=[CH:11][C:12]([NH:15][C:16]([C:18]3[CH:23]=[C:22]([N:24]4[CH2:29][CH2:28][CH2:27][CH2:26][CH2:25]4)[CH:21]=[CH:20][C:19]=3[NH:30][C:31]([C:33]3[CH:34]=[C:35]([CH:47]=[CH:48][CH:49]=3)[CH2:36][S:37][CH2:38][CH2:39][C:40]([OH:42])=[O:41])=[O:32])=[O:17])=[N:13][CH:14]=2)[CH:5]=[CH:6][C:7]=1[CH3:8]. Reported procedure: Into a 100-mL round bottom flask, was placed a solution of tert-butyl 3-(3-((2-((5-(3,4-dimethylphenyl)pyrazin-2-yl)carbamoyl)-4-(piperidin-1-yl)phenyl)carbamoyl)benzylthio)-propanoate (480 mg, 0.71 mmol, 1.00 equiv) in dichloromethane (25 mL), and trifluoroacetic acid (12.5 mL). The resulting solution was stirred for 2 h at room temperature. The resulting mixture was concentrated under vacuum. The crude product (300 mg) was purified by reverse phase HPLC eluting with a water/CH3CN gradient cont... The product is CNC(=O)c1c(C)sc2cc(Oc3ccnc4cc(CN(C)C)sc34)ccc12. RXN SMILES: [C:30](=[O:31])([O-:32])[O-:33].[CH3:15][NH:16][C:17](=[O:18])[c:19]1[c:20]2[c:21]([s:22][c:23]1[CH3:24])[cH:25][c:26]([OH:29])[cH:27][cH:28]2.[Cl:1][c:2]1[c:3]2[c:4]([n:5][cH:6][cH:7]1)[cH:8][c:9]([CH2:11][N:12]([CH3:13])[CH3:14])[s:10]2.[Cs+:34].[Cs+:35]>>[c:2]1([O:29][c:26]2[cH:25][c:21]3[c:20]([c:19]([C:17]([NH:16][CH3:15])=[O:18])[c:23]([CH3:24])[s:22]3)[cH:28][cH:27]2)[c:3]2[c:4]([n:5][cH:6][cH:7]1)[cH:8][c:9]([CH2:11][N:12]([CH3:13])[CH3:14])[s:10]2. The reactants are O=C([O-])[O-], CNC(=O)c1c(C)sc2cc(O)ccc12, CN(C)Cc1cc2nccc(Cl)c2s1, [Cs+], [Cs+].